From a dataset of the Open Reaction Database (ORD), a public repository of structured organic reaction records. describe an organic reaction: reactants, conditions, products, and yield Starting materials: COC1=CC=C(CN2C(C3=CC=CC=C3C23CCN(CC3)C(=O)OC(C)(C)C)=O)C=C1 (Tert-butyl 2-(4-methoxybenzyl)-3-oxospiro[isoindoline-1,4′-piperidine]-1′-carboxylate), C(=O)(C(F)(F)F)O (TFA). The product is N1CCC2(CC1)NC(C1=CC=CC=C12)=O (spiro[isoindoline-1,4′-piperidin]-3-one). RXN SMILES: COC1C=CC(C[N:8]2[C:16]3([CH2:21][CH2:20][N:19](C(OC(C)(C)C)=O)[CH2:18][CH2:17]3)[C:15]3[C:10](=[CH:11][CH:12]=[CH:13][CH:14]=3)[C:9]2=[O:29])=CC=1.C(O)(C(F)(F)F)=O>>[NH:19]1[CH2:20][CH2:21][C:16]2([C:15]3[C:10](=[CH:11][CH:12]=[CH:13][CH:14]=3)[C:9](=[O:29])[NH:8]2)[CH2:17][CH2:18]1. Procedure: Tert-butyl 2-(4-methoxybenzyl)-3-oxospiro[isoindoline-1,4′-piperidine]-1′-carboxylate (50 mg, 0.12 mmol, 1.0 equiv) and TFA (7 mL) were heated to 75° C. for 19 h. After this time LC-MS showed removal of the Boc- and p-methoxybenzyl groups. The mixture was concentrated to leave crude spiro[isoindoline-1,4′-piperidin]-3-one which was used directly. The reactants are N[C@H](CO)CC(CC)C1=CC=CC=C1 ((S)-2-amino-4-phenyl-hexan-1-ol), N#CBr (cyanogen bromide). Yields the product C1(=CC=CC=C1)C(C[C@@H]1N=C(OC1)N)CC ((S)-4-(2-phenyl-butyl)-4,5-dihydro-oxazol-2-ylamine). As a reaction SMILES: [NH2:1][C@@H:2]([CH2:5][CH:6]([C:9]1[CH:14]=[CH:13][CH:12]=[CH:11][CH:10]=1)[CH2:7][CH3:8])[CH2:3][OH:4].[N:15]#[C:16]Br>>[C:9]1([CH:6]([CH2:7][CH3:8])[CH2:5][C@H:2]2[CH2:3][O:4][C:16]([NH2:15])=[N:1]2)[CH:10]=[CH:11][CH:12]=[CH:13][CH:14]=1. Procedure details: In analogy to example 1b (S)-2-amino-4-phenyl-hexan-1-ol was reacted with cyanogen bromide to give (S)-4-(2-phenyl-butyl)-4,5-dihydro-oxazol-2-ylamine (mainly one epimer). White crystalline solid. MS (ISP): 219.4 ([M+H]+). Starting materials: [H-].[Na+] (sodium hydride), CC1=C(C(=CC=C1)C)NS(=O)(=O)C (N-(2,6-dimethylphenyl)-methanesulfonamide), CS(=O)(=O)OCC(C)OS(=O)(=O)C (1,2-bis(methanesulfonyloxy)-propane). The solvent is C1(=CC=CC=C1)C (toluene). Run at temperature 100 celsius, time 5 hour. Yields the product CC1=C(C(=CC=C1)C)N(S(=O)(=O)C)CC(C)OS(=O)(=O)C (1-[N-(2,6-dimethylphenyl)-methanesulfonamido]-2-methanesulfonyloxy-propane). Yield: 18.4%. Reaction SMILES: [H-].[Na+].[CH3:3][C:4]1[CH:9]=[CH:8][CH:7]=[C:6]([CH3:10])[C:5]=1[NH:11][S:12]([CH3:15])(=[O:14])=[O:13].CS(O[CH2:21][CH:22]([O:24][S:25]([CH3:28])(=[O:27])=[O:26])[CH3:23])(=O)=O>C1(C)C=CC=CC=1>[CH3:3][C:4]1[CH:9]=[CH:8][CH:7]=[C:6]([CH3:10])[C:5]=1[N:11]([CH2:21][CH:22]([O:24][S:25]([CH3:28])(=[O:27])=[O:26])[CH3:23])[S:12]([CH3:15])(=[O:14])=[O:13] |f:0.1|. Reported procedure: 1.0 g of a 80% mineral oil dispersion of sodium hydride is added in small portions, at room temperature, to a mixture of 6.0 g (30 mmoles) of N-(2,6-dimethylphenyl)-methanesulfonamide and 100 ml of dry toluene, and the resulting mixture is heated to 100° C. within 0.5 hours. 7.0 g (30 mmoles) of 1,2-bis(methanesulfonyloxy)-propane are added to the mixture at 100°-105° C. within one hour, and the reaction mixture is stirred at the same temperature for 5 hours. The mixture is cooled, washed thrice... Starting materials: COC([C@H](CC1=CN(C2=CC=CC=C12)CC1=CC(=CC(=C1)Cl)Cl)N)=O ((S)-2-Amino-3-[1-(3,5-dichloro-benzyl)-1H-indol-3-yl]-propionic acid methyl ester), 40-2, FC(C(=O)O)(F)F (trifluoroacetic acid). Run in ClCCl (dichloromethane). Run at time 2 hour. Yields the product N1C=CC2=CC=CC=C12 (Indole). As a reaction SMILES: COC(=O)[C@@H](N)C[C:6]1[C:14]2[C:9](=[CH:10][CH:11]=[CH:12][CH:13]=2)[N:8](CC2C=C(Cl)C=C(Cl)C=2)[CH:7]=1.FC(F)(F)C(O)=O>ClCCl>[NH:8]1[C:9]2[C:14](=[CH:13][CH:12]=[CH:11][CH:10]=2)[CH:6]=[CH:7]1. Procedure details: (S)-2-tert-Butoxycarbonylamino-3-[1-(3,5-dichloro-benzyl)-1H-indol-3-yl]-propionic acid methyl ester. To a stirring suspension of potassium hydride (0.46 g, 30 wt % in mineral oil, 3.45 mmol) in tetrahydrofuran (4 mL) at −50° C. was added a solution of (S)-2-tert-Butoxycarbonylamino-3-(1H-indol-3-yl)-propionic acid methyl ester (1.0 g, 3.14 mmol) in tetrahydrofuran (6 mL). The solution was stirred for 30 minutes at −50° C., then 3,5-dichlorobenzyl bromide (0.829 g, 3.45 mmol) was added. The reac... The reactants are CN(C)C=O (DMF), solution, C(C(=O)Cl)(=O)Cl (oxalyl chloride), [N+](=O)([O-])C1=CC=C(C=C1)CC(=O)O (4-nitrophenylacetic acid). Run in ClCCl (dichloromethane), ClCCl (dichloromethane). Run at time 30 minute. Yields the product [N+](=O)([O-])C1=CC=C(C=C1)CC(=O)Cl (4-nitrophenylacetic acid chloride). Reaction SMILES: [C:1](Cl)(=O)[C:2]([Cl:4])=[O:3].[N+:7]([C:10]1[CH:15]=[CH:14][C:13](CC(O)=O)=[CH:12][CH:11]=1)([O-:9])=[O:8].CN(C=O)C>ClCCl>[N+:7]([C:10]1[CH:15]=[CH:14][C:13]([CH2:1][C:2]([Cl:4])=[O:3])=[CH:12][CH:11]=1)([O-:9])=[O:8]. Procedure details: 3.75 ml (7.5 mmoles) of a 2M solution of oxalyl chloride in dichloromethane is added at 20° C. to a solution of 0.9 g (5 mmoles) of 4-nitrophenylacetic acid in a mixture composed of 10 ml of dichloromethane and 0.5 ml of DMF. After agitation for 30 minutes, the solution is concentrated under vacuum. The yellow oil obtained is used without additional purification in the following stage. Starting materials: CC(C)(C)C1CCC(Oc2ccc3cc(C(C)(CCC(=O)O)[N+](=O)[O-])ccc3c2)CC1, CC(C)(C)C1CCC(Oc2ccc3cc(C(N)CCC(=O)O)ccc3c2C(F)(F)F)CC1. The product is CC(N)(CCC(=O)O)c1ccc2cc(OC3CCC(C(C)(C)C)CC3)ccc2c1. RXN SMILES: [C:33]([CH3:34])([CH3:35])([CH3:36])[CH:37]1[CH2:38][CH2:39][CH:40]([O:43][c:44]2[cH:45][c:46]3[cH:47][cH:48][c:49]([C:54]([CH2:55][CH2:56][C:57](=[O:58])[OH:59])([CH3:60])[N+:61]([O-:62])=[O:63])[cH:50][c:51]3[cH:52][cH:53]2)[CH2:41][CH2:42]1.[NH2:1][CH:2]([c:3]1[cH:4][cH:5][c:6]2[c:7]([cH:8][cH:9][c:10]([O:11][CH:12]3[CH2:13][CH2:14][CH:15]([C:16]([CH3:17])([CH3:18])[CH3:19])[CH2:20][CH2:21]3)[c:22]2[C:23]([F:24])([F:25])[F:26])[cH:27]1)[CH2:28][CH2:29][C:30]([OH:31])=[O:32]>>[C:33]([CH3:34])([CH3:35])([CH3:36])[CH:37]1[CH2:38][CH2:39][CH:40]([O:43][c:44]2[cH:45][c:46]3[cH:47][cH:48][c:49]([C:54]([CH2:55][CH2:56][C:57](=[O:58])[OH:59])([CH3:60])[NH2:61])[cH:50][c:51]3[cH:52][cH:53]2)[CH2:41][CH2:42]1. Starting materials: C=1(C(=CC=CC1)C)C (xylene), C(C)(C)(C)C1=C(C(=CC=C1)C(C)(C)C)O (2,6-di-tert-butylphenol), C=1(C(=CC=CC1)C)C (xylene), O (water), [OH-].[Na+] (NaOH). Run at temperature 160 celsius, time 5 hour. The product is C(C)(C)(C)C=1C=C(C(=O)[O-])C=C(C1O)C(C)(C)C.[Na+] (sodium 3,5-ditert-butyl-4-hydroxybenzoate). Reaction SMILES: [C:1]([C:5]1[CH:10]=[CH:9][CH:8]=[C:7]([C:11]([CH3:14])([CH3:13])[CH3:12])[C:6]=1[OH:15])([CH3:4])([CH3:3])[CH3:2].[C:16]1(C)C(C)=CC=CC=1.[OH-:24].[Na+:25].[OH2:26]>>[C:11]([C:7]1[CH:8]=[C:9]([CH:10]=[C:5]([C:1]([CH3:4])([CH3:3])[CH3:2])[C:6]=1[OH:15])[C:16]([O-:26])=[O:24])([CH3:14])([CH3:13])[CH3:12].[Na+:25] |f:2.3,5.6|. Procedure details: In a 200 ml four-necked flask were placed 49.53 g (0.240 mol) of 2,6-di-tert-butylphenol (hereinafter abbreviated to “2,6-DBP”), 2.05 g (0.018 mol) of DMi and 40 g of xylene, and the solution was heated until reflux begun. Afterward, azeotropic dehydration was carried out, while 4.41 g (0.054 mol) of a 49 wt % aqueous NaOH solution was added dropwise over 5 hours. Next, 20 g of xylene was added dropwise, and the solution was allowed to mature under the reflux for 2 hours. It was confirmed that a... Starting materials: ClC1(C([C@@H]2CCC=C[C@H]12)=O)Cl ((1S,6R)-8,8-dichlorobicyclo[4.2.0]oct-2-en-7-one), 2.A, CO[C@@]12CCC=C[C@H]2CC1=O ((1R,6R)-6-methoxybicyclo[4.2.0]oct-2-en-7-one). The product is CO[C@]12CCC=C[C@@H]2CC1=O ((1S,6S)-6-methoxybicyclo[4.2.0]oct-2-en-7-one). Reaction SMILES: ClC1(Cl)[C@@H]2[C@@H](CCC=C2)C1=O.[CH3:12][O:13][C@@:14]12[C:21](=[O:22])[CH2:20][C@@H:19]1[CH:18]=[CH:17][CH2:16][CH2:15]2>>[CH3:12][O:13][C@:14]12[C:21](=[O:22])[CH2:20][C@H:19]1[CH:18]=[CH:17][CH2:16][CH2:15]2. Reported procedure: Similarly, starting with (1S,6R)-8,8-dichlorobicyclo[4.2.0]oct-2-en-7-one, prepared as shown in Preparation 22, in place of the racemic compound in Preparation 2.A. above, (1S,6S)-6-methoxybicyclo[4.2.0]oct-2-en-7-one is prepared. Similarly, starting with the (1R,6S)-compound, (1R,6R)-6-methoxybicyclo[4.2.0]oct-2-en-7-one is prepared. Reactants: COc1ccc(CCl)cc1, N#Cc1cc(I)ccc1N, N#Cc1cc(Cc2ccccc2)ccc1N. Product: COc1ccc(Cc2ccc(N)c(C#N)c2)cc1. As a reaction SMILES: [CH3:11][O:12][c:13]1[cH:14][cH:15][c:16]([CH2:17][Cl:18])[cH:19][cH:20]1.[NH2:1][c:2]1[c:3]([C:4]#[N:5])[cH:6][c:7]([I:10])[cH:8][cH:9]1.[NH2:21][c:22]1[cH:23][cH:24][c:25]([CH2:26][c:27]2[cH:28][cH:29][cH:30][cH:31][cH:32]2)[cH:33][c:34]1[C:35]#[N:36]>>[NH2:1][c:2]1[c:3]([C:4]#[N:5])[cH:6][c:7]([CH2:17][c:16]2[cH:15][cH:14][c:13]([O:12][CH3:11])[cH:20][cH:19]2)[cH:8][cH:9]1. The reactants are CC(C)(C)c1ccc(Nc2nc(CN3CCOCC3)nc3c2CCN(Cc2ccccc2)C3)cc1, CO, [H][H], [OH-], [OH-], [Pd+2]. The product is CC(C)(C)c1ccc(Nc2nc(CN3CCOCC3)nc3c2CCNC3)cc1. RXN SMILES: [C:1]([CH3:2])([CH3:3])([CH3:4])[c:5]1[cH:6][cH:7][c:8]([NH:11][c:12]2[c:13]3[c:14]([n:15][c:16]([CH2:18][N:19]4[CH2:20][CH2:21][O:22][CH2:23][CH2:24]4)[n:17]2)[CH2:25][N:26]([CH2:29][c:30]2[cH:31][cH:32][cH:33][cH:34][cH:35]2)[CH2:27][CH2:28]3)[cH:9][cH:10]1.[CH3:38][OH:39].[H:36][H:37].[OH-:40].[OH-:42].[Pd+2:41]>>[C:1]([CH3:2])([CH3:3])([CH3:4])[c:5]1[cH:6][cH:7][c:8]([NH:11][c:12]2[c:13]3[c:14]([n:15][c:16]([CH2:18][N:19]4[CH2:20][CH2:21][O:22][CH2:23][CH2:24]4)[n:17]2)[CH2:25][NH:26][CH2:27][CH2:28]3)[cH:9][cH:10]1.